Dataset: the Open Reaction Database (ORD), a public repository of structured organic reaction records. Task: describe an organic reaction: reactants, conditions, products, and yield Starting materials: [OH-].[Na+] (sodium hydroxide), NC1=C(C=CC=C1[N+](=O)[O-])O (2-amino-3-nitrophenol), IC (iodomethane). The reagents and catalysts are [I-].C(CCC)[N+](CCCC)(CCCC)CCCC (Tetrabutylammonium iodide). Solvent: O (water), O1CCCC1 (tetrahydrofuran). Reaction conditions: time 8 hour. The product is NC1=C(C=CC=C1[N+](=O)[O-])OC (2-Amino-3-nitroanisole). Reaction SMILES: [OH-].[Na+].[NH2:3][C:4]1[C:9]([N+:10]([O-:12])=[O:11])=[CH:8][CH:7]=[CH:6][C:5]=1[OH:13].I[CH3:15]>[I-].C([N+](CCCC)(CCCC)CCCC)CCC.O.O1CCCC1>[NH2:3][C:4]1[C:9]([N+:10]([O-:12])=[O:11])=[CH:8][CH:7]=[CH:6][C:5]=1[O:13][CH3:15] |f:0.1,4.5|. Procedure: Tetrabutylammonium iodide (0.4 g), sodium hydroxide (4.0 g) in water (40 ml) and iodomethane (3.4 ml) were added to 2-amino-3-nitrophenol (4.0 g) dissolved in tetrahydrofuran (80 ml) at ambient temperature. This mixture was stirred overnight then concentrated in vacuo. After pouring into water (200 ml) it was extracted into ethyl acetate (2×200 ml) then washed with aqueous sodium bicarbonate (100 ml) and saturated brine (100 ml). The solution was dried over anhydrous magnesium sulphate, filtered... Reactants: NC=1C=NN2C(N(C=3C=CC=CC3C21)C(C)=O)C (1-amino-5-methyl-6-acetyl-5,6-dihydropyrazolo[1,5-c]quinazoline), C(C)(=O)OC(C)=O (acetic anhydride). Run in N1=CC=CC=C1 (pyridine). Conditions: time 10 hour. Product: N(C(=O)C)C=1C=NN2C(N(C=3C=CC=CC3C21)C(C)=O)C (1-acetamino-5-methyl-6-acetyl-5,6-dihydropyrazolo[1,5-c]quinazoline). Isolated yield 90.0%. As a reaction SMILES: [NH2:1][C:2]1[CH:3]=[N:4][N:5]2[C:14]=1[C:13]1[CH:12]=[CH:11][CH:10]=[CH:9][C:8]=1[N:7]([C:15](=[O:17])[CH3:16])[CH:6]2[CH3:18].[C:19](OC(=O)C)(=[O:21])[CH3:20]>N1C=CC=CC=1>[NH:1]([C:2]1[CH:3]=[N:4][N:5]2[C:14]=1[C:13]1[CH:12]=[CH:11][CH:10]=[CH:9][C:8]=1[N:7]([C:15](=[O:17])[CH3:16])[CH:6]2[CH3:18])[C:19]([CH3:20])=[O:21]. Reported procedure: 20.5 g (0.08 mole) of 1-amino-5-methyl-6-acetyl-5,6-dihydropyrazolo[1,5-c]quinazoline are dissolved in 400 ml of pyridine. 100 ml of acetic anhydride are added and the solution is left to stand at room temperature for 10 hours. A portion of the product separates as a crystalline substance, the remaining portion is separated by evaporating the mother liquor. 21.1 g (90%) of 1-acetamino-5-methyl-6-acetyl-5,6-dihydropyrazolo[1,5-c]quinazoline are obtained. M.p.: 218°-220° C. Reactants: di(trifluoroacetate), FC1=C(C=CC(=C1)C1=NC=C(C=C1)F)C(CC(N)=N)(C)O ((±)-3-[2-fluoro-4-(5-fluoropyridin-2-yl)phenyl]-3-hydroxybutanimidamide), C([O-])(O)=O.[K+] (potassium bicarbonate), BrCC(C(C)(C)C)=O (1-bromo-3,3-dimethylbutan-2-one). Solvent: O1CCCC1 (tetrahydrofuran), O (water). Yields the product C(C)(C)(C)C=1N=C(NC1)CC(C)(O)C1=C(C=C(C=C1)C1=NC=C(C=C1)F)F (1-(4-tert-butyl-1H-imidazol-2-yl)-2-[2-fluoro-4-(5-fluoropyridin-2-yl)phenyl]propan-2-ol). Reaction SMILES: [F:1][C:2]1[CH:7]=[C:6]([C:8]2[CH:13]=[CH:12][C:11]([F:14])=[CH:10][N:9]=2)[CH:5]=[CH:4][C:3]=1[C:15]([OH:21])([CH3:20])[CH2:16][C:17](=[NH:19])[NH2:18].C(=O)(O)[O-].[K+].Br[CH2:28][C:29](=O)[C:30]([CH3:33])([CH3:32])[CH3:31]>O1CCCC1.O>[C:30]([C:29]1[N:19]=[C:17]([CH2:16][C:15]([C:3]2[CH:4]=[CH:5][C:6]([C:8]3[CH:13]=[CH:12][C:11]([F:14])=[CH:10][N:9]=3)=[CH:7][C:2]=2[F:1])([OH:21])[CH3:20])[NH:18][CH:28]=1)([CH3:33])([CH3:32])[CH3:31] |f:1.2|. Reported procedure: A solution of the di(trifluoroacetate) salt of (±)-3-[2-fluoro-4-(5-fluoropyridin-2-yl)phenyl]-3-hydroxybutanimidamide (50 mg, 0.10 mmol), potassium bicarbonate (19 mg, 0.19 mmol) and 1-bromo-3,3-dimethylbutan-2-one (52 mg, 0.29 mmol) in tetrahydrofuran (1 mL) and water (0.25 mL) were stirred at ambient temperature overnight. Volatiles were removed in vacuo and the residue was purified by HPLC (Gilson; KR100-5C18 100×21.2 mm column; 10-100% MeCN/H2O) over 12 min to afford the title compound as a... Starting materials: Cc1c(Br)c2c(c(C)c1NC(=O)CC(C)(C)C)C(c1ccc(C(C)C)cc1)CO2, OB(O)c1cccnc1. Yields the product Cc1c(NC(=O)CC(C)(C)C)c(C)c2c(c1-c1cccnc1)OCC2c1ccc(C(C)C)cc1. RXN SMILES: [Br:1][c:2]1[c:3]([CH3:29])[c:4]([NH:21][C:22]([CH2:23][C:24]([CH3:25])([CH3:26])[CH3:27])=[O:28])[c:5]([CH3:20])[c:6]2[c:10]1[O:9][CH2:8][CH:7]2[c:11]1[cH:12][cH:13][c:14]([CH:17]([CH3:18])[CH3:19])[cH:15][cH:16]1.[n:30]1[cH:31][c:32]([B:36]([OH:37])[OH:38])[cH:33][cH:34][cH:35]1>>[c:2]1(-[c:32]2[cH:31][n:30][cH:35][cH:34][cH:33]2)[c:3]([CH3:29])[c:4]([NH:21][C:22]([CH2:23][C:24]([CH3:25])([CH3:26])[CH3:27])=[O:28])[c:5]([CH3:20])[c:6]2[c:10]1[O:9][CH2:8][CH:7]2[c:11]1[cH:12][cH:13][c:14]([CH:17]([CH3:18])[CH3:19])[cH:15][cH:16]1. Starting materials: C(C(C)(C)C)(=O)O.C=S1C(C(N2C(C(C12)=O)=O)C(=O)O)(C)C (methylene-6,7-dioxo-3,3-dimethyl-4-thia-1-azabicyclo[3.2.0]heptane-2-carboxylate pivalate), C(C)OP(=O)(OCC)CC(=O)C=P(C1=CC=CC=C1)(C1=CC=CC=C1)C1=CC=CC=C1 (diethoxyphosphinylacetylmethylenetriphenylphosphorane). The solvent is C1=CC=CC=C1 (benzene). Reaction conditions: time 10 minute. Yields the product C(C(C)(C)C)(=O)O.C=S1C([C@@H](N2C(C([C@@H]12)=CC(CP(=O)(OCC)OCC)=O)=O)C(=O)O)(C)C (methylene-(2S,5R)-6-[3-(diethoxyphosphinyl)-2-oxopropylidene]-3,3-dimethyl-7-oxo-4-thia-1-aza-bicyclo[3.2.0]heptane-2-carboxylate pivalate), C(C(C)(C)C)(=O)O.C=S1C([C@@H](N2C(/C(/[C@@H]12)=C/C(=O)C)=O)C(=O)O)(C)C (methylene-(2S,5R)-6-[(Z)-acetonylidene]-3,3-dimethyl-7-oxo-4-thia-1-azabicyclo[3.2.0]heptane-2-carboxylate pivalate). As a reaction SMILES: [C:1]([OH:7])(=[O:6])[C:2]([CH3:5])([CH3:4])[CH3:3].[CH2:8]=[S:9]1[CH:15]2[N:12]([C:13](=[O:17])[C:14]2=O)[CH:11]([C:18]([OH:20])=[O:19])[C:10]1([CH3:22])[CH3:21].[CH2:23]([O:25][P:26]([CH2:31][C:32]([CH:34]=P(C1C=CC=CC=1)(C1C=CC=CC=1)C1C=CC=CC=1)=[O:33])([O:28][CH2:29][CH3:30])=[O:27])[CH3:24]>C1C=CC=CC=1>[C:1]([OH:7])(=[O:6])[C:2]([CH3:5])([CH3:4])[CH3:3].[CH2:8]=[S:9]1[C@H:15]2[N:12]([C:13](=[O:17])[C:14]2=[CH:34][C:32](=[O:33])[CH2:31][P:26]([O:28][CH2:29][CH3:30])([O:25][CH2:23][CH3:24])=[O:27])[C@@H:11]([C:18]([OH:20])=[O:19])[C:10]1([CH3:22])[CH3:21].[C:1]([OH:7])(=[O:6])[C:2]([CH3:5])([CH3:4])[CH3:3].[CH2:8]=[S:9]1[C@H:15]2[N:12]([C:13](=[O:17])/[C:14]/2=[CH:31]/[C:32]([CH3:34])=[O:33])[C@@H:11]([C:18]([OH:20])=[O:19])[C:10]1([CH3:22])[CH3:21] |f:0.1,4.5,6.7|. Procedure details: A solution of 1.0 g of methylene-6,7-dioxo-3,3-dimethyl-4-thia-1-azabicyclo[3.2.0]heptane-2-carboxylate pivalate in 30 ml of benzene is treated at room temperature with 1.8 g of diethoxyphosphinylacetylmethylenetriphenylphosphorane. After 10 minutes, the reaction mixture is evaporated. The residue is chromatographed on silica gel while eluting with ethyl acetate. There is obtained methylene-(2S,5R)-6-[3-(diethoxyphosphinyl)-2-oxopropylidene]-3,3-dimethyl-7-oxo-4-thia-1-aza-bicyclo[3.2.0]heptane-... The reactants are CC(C)OC(N[C@@H]1C[C@@H](N(C2=CC=C(C=C12)B1OC(C(O1)(C)C)(C)C)C(C)=O)C)=O (1-methylethyl[(2S,4R)-1-acetyl-2-methyl-6-(4,4,5,5-tetramethyl-1,3,2-dioxaborolan-2-yl)-1,2,3,4-tetrahydro-4-quinolinyl]carbamate), C([O-])([O-])=O.[K+].[K+] (potassium carbonate), Intermediate 52, BrC1=CC=C(C=C1)CC(=O)OCC (ethyl (4-bromophenyl)acetate). The reagents and catalysts are C=1C=CC(=CC1)[P](C=2C=CC=CC2)(C=3C=CC=CC3)[Pd]([P](C=4C=CC=CC4)(C=5C=CC=CC5)C=6C=CC=CC6)([P](C=7C=CC=CC7)(C=8C=CC=CC8)C=9C=CC=CC9)[P](C=1C=CC=CC1)(C=1C=CC=CC1)C=1C=CC=CC1 (tetrakis(triphenylphosphine)palladium(0)). Run at temperature 100 celsius. Product: C(C)(=O)N1[C@H](C[C@H](C2=CC(=CC=C12)C1=CC=C(C=C1)CC(=O)OCC)NC(=O)OC(C)C)C (ethyl {4-[(2S,4R)-1-acetyl-2-methyl-4-({[(1-methylethyl)oxy]carbonyl}amino)-1,2,3,4-tetrahydro-6-quinolinyl]phenyl}acetate). Yield: 31.0%. As a reaction SMILES: [CH3:1][CH:2]([O:4][C:5](=[O:30])[NH:6][C@H:7]1[C:16]2[C:11](=[CH:12][CH:13]=[C:14](B3OC(C)(C)C(C)(C)O3)[CH:15]=2)[N:10]([C:26](=[O:28])[CH3:27])[C@@H:9]([CH3:29])[CH2:8]1)[CH3:3].Br[C:32]1[CH:37]=[CH:36][C:35]([CH2:38][C:39]([O:41][CH2:42][CH3:43])=[O:40])=[CH:34][CH:33]=1.C(=O)([O-])[O-].[K+].[K+]>C1C=CC([P]([Pd]([P](C2C=CC=CC=2)(C2C=CC=CC=2)C2C=CC=CC=2)([P](C2C=CC=CC=2)(C2C=CC=CC=2)C2C=CC=CC=2)[P](C2C=CC=CC=2)(C2C=CC=CC=2)C2C=CC=CC=2)(C2C=CC=CC=2)C2C=CC=CC=2)=CC=1>[C:26]([N:10]1[C:11]2[C:16](=[CH:15][C:14]([C:32]3[CH:37]=[CH:36][C:35]([CH2:38][C:39]([O:41][CH2:42][CH3:43])=[O:40])=[CH:34][CH:33]=3)=[CH:13][CH:12]=2)[C@H:7]([NH:6][C:5]([O:4][CH:2]([CH3:3])[CH3:1])=[O:30])[CH2:8][C@@H:9]1[CH3:29])(=[O:28])[CH3:27] |f:2.3.4,^1:53,55,74,93|. Reported procedure: A mixture of 1-methylethyl[(2S,4R)-1-acetyl-2-methyl-6-(4,4,5,5-tetramethyl-1,3,2-dioxaborolan-2-yl)-1,2,3,4-tetrahydro-4-quinolinyl]carbamate (for a preparation see Intermediate 52) (100 mg, 0.240 mmol), ethyl (4-bromophenyl)acetate (70.1 mg, 0.288 mmol), potassium carbonate (100 mg, 0.721 mmol) and tetrakis(triphenylphosphine)palladium(0) (13.88 mg, 0.012 mmol) was degassed under house vacuum and quenched several times with nitrogen, and then was heated at 100° C. for 1 h before being cooled t... Reactants: C(C)(C)N1CCC(CC1)COC[C@@H](C1=CC=CC=C1)N ((R)-2-(1-isopropylpiperidin-4-ylmethoxy)-1-phenylethylamine), ClC1=CC=C(C(=O)Cl)C=C1 (4-chlorobenzoyl chloride). Product: Cl.ClC1=CC=C(C(=O)N[C@@H](COCC2CCN(CC2)C(C)C)C2=CC=CC=C2)C=C1 (4-Chloro-N-[(R)-2-(1-isopropylpiperidine-4-ylmethoxy)-1-phenylethyl]benzamide hydrochloride). RXN SMILES: [CH:1]([N:4]1[CH2:9][CH2:8][CH:7]([CH2:10][O:11][CH2:12][C@H:13]([NH2:20])[C:14]2[CH:19]=[CH:18][CH:17]=[CH:16][CH:15]=2)[CH2:6][CH2:5]1)([CH3:3])[CH3:2].[Cl:21][C:22]1[CH:30]=[CH:29][C:25]([C:26](Cl)=[O:27])=[CH:24][CH:23]=1>>[ClH:21].[Cl:21][C:22]1[CH:30]=[CH:29][C:25]([C:26]([NH:20][C@H:13]([C:14]2[CH:15]=[CH:16][CH:17]=[CH:18][CH:19]=2)[CH2:12][O:11][CH2:10][CH:7]2[CH2:6][CH2:5][N:4]([CH:1]([CH3:3])[CH3:2])[CH2:9][CH2:8]2)=[O:27])=[CH:24][CH:23]=1 |f:2.3|. Procedure details: Using coupling method B, (R)-2-(1-isopropylpiperidin-4-ylmethoxy)-1-phenylethylamine (150 mg, 0.54 mmol) and 4-chlorobenzoyl chloride (0.14 mL, 1.1 mmol) afforded, after purification (SiO2: 4:2:1 DCM:EtOAc:isopropylamine) and conversion to the HCl salt by general method A, 205 mg (87%) of the title compound. Reactants: S(=O)(=O)(OCCCCCCCCCCCC)[O-].[Na+] (Sodium lauryl sulphate), CNC[C@H](O)[C@@H](O)[C@H](O)[C@H](O)CO (N-methyl-D-glucamine), [OH-].[Na+] (sodium hydroxide). Run in O (water). Run at temperature 160 celsius. Yields the product C(CCCCCCCCCCC)N(C[C@H](O)[C@@H](O)[C@H](O)[C@H](O)CO)C (N-lauryl-N-methyl-D-glucamine). RXN SMILES: S([O-])(O[CH2:5][CH2:6][CH2:7][CH2:8][CH2:9][CH2:10][CH2:11][CH2:12][CH2:13][CH2:14][CH2:15][CH3:16])(=O)=O.[Na+].[CH3:19][NH:20][CH2:21][C@@H:22]([C@H:24]([C@@H:26]([C@@H:28]([CH2:30][OH:31])[OH:29])[OH:27])[OH:25])[OH:23].[OH-].[Na+]>O>[CH2:5]([N:20]([CH3:19])[CH2:21][C@@H:22]([C@H:24]([C@@H:26]([C@@H:28]([CH2:30][OH:31])[OH:29])[OH:27])[OH:25])[OH:23])[CH2:6][CH2:7][CH2:8][CH2:9][CH2:10][CH2:11][CH2:12][CH2:13][CH2:14][CH2:15][CH3:16] |f:0.1,3.4|. Reported procedure: Sodium lauryl sulphate 90% (w/w) (493.4g, 1.67m), N-methyl-D-glucamine (611.1 g, 3.15 m), and sodium hydroxide (60 g, 1.5 m) in 1055.7 g water were charged into a 5 liter autoclave vessel. After pressure testing with nitrogen at 200 psi the autoclave was then heated for 2 hours at 160° C. (maximum steam pressure generated was 88 psi). The reaction mixture was then cooled to give a white spongy material which was washed with water and methanol to remove impurities, and dried in a desiccator to gi... The reactants are Cl (hydrochloric acid), solution, C(CCC)[Li] (n-butyl lithium), S1C=CC2=C1C=CC=C2 (1-benzothiophene), CN(C=O)C (dimethylformamide), desired subtitled intermediate. The solvent is CCCCCC (hexane), C(C)OCC (diethyl ether), C(C)OCC (diethyl ether), C(C)OCC (diethyl ether). Conditions: temperature -20 celsius, time 2 hour. Yields the product S1C2=C(C=C1C=O)C=CC=C2 (benzo[b]thiophene-2-carboxaldehyde). RXN SMILES: C([Li])CCC.[S:6]1[C:10]2[CH:11]=[CH:12][CH:13]=[CH:14][C:9]=2[CH:8]=[CH:7]1.CN(C)[CH:17]=[O:18].Cl>CCCCCC.C(OCC)C>[S:6]1[C:7]([CH:17]=[O:18])=[CH:8][C:9]2[CH:14]=[CH:13][CH:12]=[CH:11][C:10]1=2. Reported procedure: To a solution of 31.25 ml of a 1.6M solution of n-butyl lithium in hexane and 100 ml of dry diethyl ether at -20° C. was added a solution of 6.7 g of 1-benzothiophene in 100 ml of dry diethyl ether. The mixture was stirred at -20° C. for 2 hours. A solution of 3.8 ml of dimethylformamide and 10 ml of dry diethyl ether was added and the reaction was allowed to warm to 0° C. The reaction was stirred an additional 1 hour at 0° C., at which time 75 ml of 1N hydrochloric acid were added. After stirri...